This data is from the Open Reaction Database (ORD), a public repository of structured organic reaction records. The task is: describe an organic reaction: reactants, conditions, products, and yield Starting materials: C(C)(=O)OC1=C2C=CC(=CC2=CC=C1)S(=O)(=O)N1CC2CCC(C1)CC2 (3-(5-Acetoxy-2-naphthylsulfonyl)-3-azabicyclo[3.2.2]nonane), acetoxy, O (water), C([O-])(O)=O.[Na+] (sodium bicarbonate). Run in C1CCOC1 (THF). Run at time 8 hour. Yields the product OC1=C2C=CC(=CC2=CC=C1)S(=O)(=O)N1CC2CCC(C1)CC2 (3-(5-Hydroxy-2-naphthylsulfonyl)-3-azabicyclo[3.2.2]nonane), solid. The yield is 48.0%. As a reaction SMILES: C([O:4][C:5]1[CH:14]=[CH:13][CH:12]=[C:11]2[C:6]=1[CH:7]=[CH:8][C:9]([S:15]([N:18]1[CH2:24][CH:23]3[CH2:25][CH2:26][CH:20]([CH2:21][CH2:22]3)[CH2:19]1)(=[O:17])=[O:16])=[CH:10]2)(=O)C.O.C(=O)(O)[O-].[Na+]>C1COCC1>[OH:4][C:5]1[CH:14]=[CH:13][CH:12]=[C:11]2[C:6]=1[CH:7]=[CH:8][C:9]([S:15]([N:18]1[CH2:24][CH:23]3[CH2:25][CH2:26][CH:20]([CH2:21][CH2:22]3)[CH2:19]1)(=[O:17])=[O:16])=[CH:10]2 |f:2.3|. Procedure: The title compound was prepared from 3-(5-Acetoxy-2-naphthylsulfonyl)-3-azabicyclo[3.2.2]nonane, by dissolving the acetoxy compound in 3 ml THF and then adding 2 ml water and 2 ml saturated sodium bicarbonate solution. After stirring overnight, the solvent was evaporated and the product extracted with chloroform. After drying over magnesium sulfate, the solvent was evaporated to give an orange oil. This was purified by chromatotron using 3/1 hexane/ethyl acetate which gave a yellow solid (32 mg,...